Dataset: the Open Reaction Database (ORD), a public repository of structured organic reaction records. Task: describe an organic reaction: reactants, conditions, products, and yield RXN SMILES: [C:6]([CH3:7])([CH3:8])([CH3:9])[N:10]=[C:11]=[S:12].[CH3:13][CH2:14][OH:15].[CH3:16][CH2:17][O:18][CH2:19][CH3:20].[NH2:1][CH2:2][CH:3]([CH3:4])[OH:5]>>[NH:1]([CH2:2][CH:3]([CH3:4])[OH:5])[C:11]([NH:10][C:6]([CH3:7])([CH3:8])[CH3:9])=[S:12]. The product is CC(O)CNC(=S)NC(C)(C)C. Reactants: CC(C)(C)N=C=S, CCO, CCOCC, CC(O)CN.